describe an organic reaction: reactants, conditions, products, and yield From a dataset of the Open Reaction Database (ORD), a public repository of structured organic reaction records. Reactants: C(C)OC1=CC=C2C=CC=NC2=C1[N+](=O)[O-] (7-Ethoxy-8-nitroquinoline). Reagents/catalysts: [Pd] (palladium on carbon). The solvent is C(C)O (ethanol). The product is NC=1C(=CC=C2C=CC=NC12)OCC (8-Amino-7-ethoxyquinoline). As a reaction SMILES: [CH2:1]([O:3][C:4]1[C:13]([N+:14]([O-])=O)=[C:12]2[C:7]([CH:8]=[CH:9][CH:10]=[N:11]2)=[CH:6][CH:5]=1)[CH3:2]>C(O)C.[Pd]>[NH2:14][C:13]1[C:4]([O:3][CH2:1][CH3:2])=[CH:5][CH:6]=[C:7]2[C:12]=1[N:11]=[CH:10][CH:9]=[CH:8]2. Procedure: 7-Ethoxy-8-nitroquinoline (2.62 g, 12.0 mmole), in absolute ethanol (200 mL) was shaken with 10% palladium on carbon (0.10 g) under hydrogen (50 psi) for 3 hr. The catalyst was filtered off and the filtrate concentrated to 10 mL. The title compound crystallized as yellow needles (1.86 g, 82%); mp 94°-95°. Anal. Calcd for C11H12N2O: C, 70.19; H, 6.43; N, 14.88. Found: C, 70.16; H, 6.47; N, 14.87.